This data is from the Open Reaction Database (ORD), a public repository of structured organic reaction records. The task is: describe an organic reaction: reactants, conditions, products, and yield Starting materials: CO, COc1ccc([N+](=O)[O-])c(NCC(OC)OC)n1. The product is COc1ccc(N)c(NCC(OC)OC)n1. RXN SMILES: [CH3:19][OH:20].[CH3:1][O:2][CH:3]([CH2:4][NH:5][c:6]1[n:7][c:8]([O:15][CH3:16])[cH:9][cH:10][c:11]1[N+:12]([O-:13])=[O:14])[O:17][CH3:18]>>[CH3:1][O:2][CH:3]([CH2:4][NH:5][c:6]1[n:7][c:8]([O:15][CH3:16])[cH:9][cH:10][c:11]1[NH2:12])[O:17][CH3:18]. Starting materials: ClC=1N=NC(=CC1C(=O)N)C1=C(C(=CC=C1)F)F (3-Chloro-6-(2,3-difluorophenyl)pyridazine-4-carboxamide). Solvent: P(=O)(Cl)(Cl)Cl (phosphoryl chloride). The product is ClC=1N=NC(=CC1C#N)C1=C(C(=CC=C1)F)F (3-Chloro-6-(2,3-difluorophenyl)pyridazine-4-carbonitrile). Reaction SMILES: [Cl:1][C:2]1[N:3]=[N:4][C:5]([C:11]2[CH:16]=[CH:15][CH:14]=[C:13]([F:17])[C:12]=2[F:18])=[CH:6][C:7]=1[C:8]([NH2:10])=O>P(Cl)(Cl)(Cl)=O>[Cl:1][C:2]1[N:3]=[N:4][C:5]([C:11]2[CH:16]=[CH:15][CH:14]=[C:13]([F:17])[C:12]=2[F:18])=[CH:6][C:7]=1[C:8]#[N:10]. Reported procedure: 3-Chloro-6-(2,3-difluorophenyl)pyridazine-4-carboxamide (3.03 g, 11.2 mmol) was stirred in phosphoryl chloride (30 mL) at reflux for 3 hours, cooled, and evaporated to dryness. The residue was dissolved in dichloromethane, washed with saturated sodium hydrogen carbonate solution, dried (MgSO4) and evaporated to give the title compound as a solid.